describe an organic reaction: reactants, conditions, products, and yield From a dataset of the Open Reaction Database (ORD), a public repository of structured organic reaction records. Starting materials: [H-].[Na+] (NaH), C(C)N1N=C(C(=C1)N1C(N(C=2C=NC=3C=CC(=CC3C21)C=2C=NC(=CC2)CO)C)=O)C (1-(1-ethyl-3-methyl-1H-pyrazol-4-yl)-8-(6-hydroxymethyl-pyridin-3-yl)-3-methyl-1,3-dihydro-imidazo[4,5-c]quinolin-2-one), IC (iodomethane). The solvent is CN(C)C=O (DMF). Run at time 20 minute. Yields the product C(C)N1N=C(C(=C1)N1C(N(C=2C=NC=3C=CC(=CC3C21)C=2C=NC(=CC2)COC)C)=O)C (1-(1-Ethyl-3-methyl-1H-pyrazol-4-yl)-8-(6-methoxymethyl-pyridin-3-yl)-3-methyl-1,3-dihydro-imidazo[4,5-c]quinolin-2-one). As a reaction SMILES: [CH2:1]([N:3]1[CH:7]=[C:6]([N:8]2[C:20]3[C:19]4[CH:18]=[C:17]([C:21]5[CH:22]=[N:23][C:24]([CH2:27][OH:28])=[CH:25][CH:26]=5)[CH:16]=[CH:15][C:14]=4[N:13]=[CH:12][C:11]=3[N:10]([CH3:29])[C:9]2=[O:30])[C:5]([CH3:31])=[N:4]1)[CH3:2].[H-].[Na+].I[CH3:35]>CN(C=O)C>[CH2:1]([N:3]1[CH:7]=[C:6]([N:8]2[C:20]3[C:19]4[CH:18]=[C:17]([C:21]5[CH:22]=[N:23][C:24]([CH2:27][O:28][CH3:35])=[CH:25][CH:26]=5)[CH:16]=[CH:15][C:14]=4[N:13]=[CH:12][C:11]=3[N:10]([CH3:29])[C:9]2=[O:30])[C:5]([CH3:31])=[N:4]1)[CH3:2] |f:1.2|. Procedure: To a mixture of 1-(1-ethyl-3-methyl-1H-pyrazol-4-yl)-8-(6-hydroxymethyl-pyridin-3-yl)-3-methyl-1,3-dihydro-imidazo[4,5-c]quinolin-2-one (Example 16.1, 28 mg, 0.068 mmol) in DMF (1 ml) was added NaH 55% (4 mg, 0.092 mmol) and the mixture was stirred for 20 min. Then iodomethane (0.006 ml, 0.096 mmol) was added and the RM was stirred again at rt for 30 min. After that, the RM was quenched with saturated aqueous NaHCO3 (20 ml) and extracted with EtOAc (2×). The combined organic layers were washed w... Reaction SMILES: P([O-])([O-])([O-])=O.[Cl:6][C:7]1[CH:8]=[C:9]([C:14]2[N:15]=[C:16]([NH:19][C:20](=[O:35])[CH2:21][N:22]3[C:30]4[C:29](=[O:31])[N:28]([CH3:32])[C:27](=[O:33])[N:26]([CH3:34])[C:25]=4[N:24]=[CH:23]3)[S:17][CH:18]=2)[CH:10]=[CH:11][C:12]=1[Cl:13].[P:36]([O:48][CH2:49]I)([O:43][C:44]([CH3:47])([CH3:46])[CH3:45])([O:38][C:39]([CH3:42])([CH3:41])[CH3:40])=[O:37].[H-].[Na+]>CN(C=O)C>[P:36]([O:48][CH2:49][N:15]1[C:14]([C:9]2[CH:10]=[CH:11][C:12]([Cl:13])=[C:7]([Cl:6])[CH:8]=2)=[CH:18][S:17][C:16]1=[N:19][C:20](=[O:35])[CH2:21][N:22]1[C:30]2[C:29](=[O:31])[N:28]([CH3:32])[C:27](=[O:33])[N:26]([CH3:34])[C:25]=2[N:24]=[CH:23]1)([O:38][C:39]([CH3:42])([CH3:41])[CH3:40])([O:43][C:44]([CH3:45])([CH3:46])[CH3:47])=[O:37] |f:3.4|. Solvent: CN(C)C=O (DMF). The product is P(=O)(OC(C)(C)C)(OC(C)(C)C)OCN1C(SC=C1C1=CC(=C(C=C1)Cl)Cl)=NC(CN1C=NC=2N(C(N(C(C12)=O)C)=O)C)=O (Di-tert-butyl ((4-(3,4-dichlorophenyl)-2-((2-(1,3-dimethyl-2,6-dioxo-2,3-dihydro-1H-purin-7(6H)-yl)acetyl)imino)thiazol-3(2H)-yl)methyl) phosphate), pure product. Procedure details: The title compound was prepared according to the general procedure as described in method A for the preparation of phosphate derivatives by coupling N-[4-(3,4-dichlorophenyl)-1,3-thiazol-2-yl]-2-(1,3-dimethyl-2,6-dioxo-1,2,3,6-tetrahydro-7H-purin-7-yl)acetamide (150 mg, 0.322 mmol) with freshly prepared di-tert-butyl iodomethyl phosphate (Intermediate 2) (395.16 mg, 1.129 mmol) in the presence of sodium hydride (60% dispersion in mineral oil, 20 mg, 0.483 mmol) in dry DMF (2 ml) with to yield 13... Starting materials: P(=O)(OC(C)(C)C)(OC(C)(C)C)OCI (di-tert-butyl iodomethyl phosphate), P(=O)(OC(C)(C)C)(OC(C)(C)C)OCI (di-tert-butyl iodomethyl phosphate), P(=O)([O-])([O-])[O-] (phosphate), ClC=1C=C(C=CC1Cl)C=1N=C(SC1)NC(CN1C=NC=2N(C(N(C(C12)=O)C)=O)C)=O (N-[4-(3,4-dichlorophenyl)-1,3-thiazol-2-yl]-2-(1,3-dimethyl-2,6-dioxo-1,2,3,6-tetrahydro-7H-purin-7-yl)acetamide), [H-].[Na+] (sodium hydride). Reactants: ClC(CSCC1=[N+](C=CC(=C1C)OC)C=1NC2=C(N1)C=CC(=C2)C(F)(F)F)(C)C (2-[[(2-chloro-2-methylpropyl)thio]methyl]-4-methoxy-3-methyl-1-[5-(trifluoromethyl)-2-benzimidazolyl]pyridinium). Solvent: C(C)(=O)OCC (ethyl acetate), Cl (hydrochloric acid). Yields the product [Cl-].ClC(CSCC1=[N+](C=CC(=C1C)OC)C=1NC2=C(N1)C=CC(=C2)C(F)(F)F)(C)C (2-[[(2-chloro-2-methylpropyl)thio]methyl]-4-methoxy-3-methyl-1-[5-(trifluoromethyl)-2-benzimidazolyl]pyridinium chloride). Reaction SMILES: [Cl:1][C:2]([CH3:29])([CH3:28])[CH2:3][S:4][CH2:5][C:6]1[C:11]([CH3:12])=[C:10]([O:13][CH3:14])[CH:9]=[CH:8][N+:7]=1[C:15]1[NH:16][C:17]2[CH:23]=[C:22]([C:24]([F:27])([F:26])[F:25])[CH:21]=[CH:20][C:18]=2[N:19]=1>C(OCC)(=O)C.Cl>[Cl-:1].[Cl:1][C:2]([CH3:29])([CH3:28])[CH2:3][S:4][CH2:5][C:6]1[C:11]([CH3:12])=[C:10]([O:13][CH3:14])[CH:9]=[CH:8][N+:7]=1[C:15]1[NH:16][C:17]2[CH:23]=[C:22]([C:24]([F:25])([F:26])[F:27])[CH:21]=[CH:20][C:18]=2[N:19]=1 |f:3.4|. Procedure: 100 mg of intramolecularly deprotonized 2-[[(2-chloro-2-methylpropyl)thio]methyl]-4-methoxy-3-methyl-1-[5-(trifluoromethyl)-2-benzimidazolyl]pyridinium cation were dissolved in 5 ml of ethyl acetate, whereupon 0.5 ml of 4.7N methanolic hydrochloric acid was added, the solution was concentrated and the residue was crystallized from tert.-butyl methyl ether/ether. The 2-[[(2-chloro-2-methylpropyl)thio]methyl]-4-methoxy-3-methyl-1-[5-(trifluoromethyl)-2-benzimidazolyl]pyridinium chloride obtained e... Starting materials: ClC=1C=C2C(=NC1)N(C=C2C2=NC=C(C(=N2)N[C@@H]2C[C@@](CCC2)(C(=O)OC)C)F)S(=O)(=O)C2=CC=C(C)C=C2 ((1R,3S)-methyl 3-(2-(5-chloro-1-tosyl-1H-pyrrolo[2,3-b]pyridin-3-yl)-5-fluoropyrimidin-4-ylamino)-1-methylcyclohexanecarboxylate), ClC=1C=C2C(=NC1)N(C=C2C2=NC=C(C(=N2)N[C@@H]2C[C@@](CCC2)(C(=O)OC)C)F)S(=O)(=O)C2=CC=C(C)C=C2 ((1R,3S)-methyl 3-(2-(5-chloro-1-tosyl-1H-pyrrolo[2,3-b]pyridin-3-yl)-5-fluoropyrimidin-4-ylamino)-1-methylcyclohexanecarboxylate), [H-].[Na+] (NaH). Solvent: CO (MeOH). Run at time 2 hour. Yields the product ClC=1C=C2C(=NC1)NC=C2C2=NC=C(C(=N2)N[C@@H]2C[C@@](CCC2)(C(=O)OC)C)F ((1R,3S)-methyl 3-(2-(5-chloro-1H-pyrrolo[2,3-b]pyridin-3-yl)-5-fluoropyrimidin-4-ylamino)-1-methylcyclohexanecarboxylate). RXN SMILES: [Cl:1][C:2]1[CH:3]=[C:4]2[C:10]([C:11]3[N:16]=[C:15]([NH:17][C@H:18]4[CH2:23][CH2:22][CH2:21][C@@:20]([CH3:28])([C:24]([O:26][CH3:27])=[O:25])[CH2:19]4)[C:14]([F:29])=[CH:13][N:12]=3)=[CH:9][N:8](S(C3C=CC(C)=CC=3)(=O)=O)[C:5]2=[N:6][CH:7]=1.[H-].[Na+]>CO>[Cl:1][C:2]1[CH:3]=[C:4]2[C:10]([C:11]3[N:16]=[C:15]([NH:17][C@H:18]4[CH2:23][CH2:22][CH2:21][C@@:20]([CH3:28])([C:24]([O:26][CH3:27])=[O:25])[CH2:19]4)[C:14]([F:29])=[CH:13][N:12]=3)=[CH:9][NH:8][C:5]2=[N:6][CH:7]=1 |f:1.2|. Reported procedure: To a stirred solution of (1R,3S)-methyl 3-(2-(5-chloro-1-tosyl-1H-pyrrolo[2,3-b]pyridin-3-yl)-5-fluoropyrimidin-4-ylamino)-1-methylcyclohexanecarboxylate, 52i, (0.085 g, 0.149 mmol) in 10 mL of MeOH was added NaH (0.004 g, 0.178 mmol) at room temperature. The resulting suspension was stirred for 2 hrs, quenched with solid NH4Cl. The mixture was concentrated in vacuo and purified via silica gel chromatography (3:1 Hexane:EtOAc), yielding 55 mg of the desired product, 52j. The reactants are C(\C=C\CCCCCCC)(=O)O (trans-2-decenoic acid), C(CCCCCC)N (heptylamine). Product: C(CCCCCC)NC(\C=C\CCCCCCC)=O ((E)-N-heptyl dec-2-enamide). Reaction SMILES: [C:1]([OH:12])(=O)/[CH:2]=[CH:3]/[CH2:4][CH2:5][CH2:6][CH2:7][CH2:8][CH2:9][CH3:10].[CH2:13]([NH2:20])[CH2:14][CH2:15][CH2:16][CH2:17][CH2:18][CH3:19]>>[CH2:13]([NH:20][C:1](=[O:12])/[CH:2]=[CH:3]/[CH2:4][CH2:5][CH2:6][CH2:7][CH2:8][CH2:9][CH3:10])[CH2:14][CH2:15][CH2:16][CH2:17][CH2:18][CH3:19]. Procedure details: The same operation as in Example 1-1 or 1-2 was carried out using trans-2-decenoic acid and heptylamine as starting materials to give the aimed compound. Starting materials: C(C(=O)Cl)(=O)Cl (oxalyl chloride), CN1C(C(=CC2=CC=C(N=C12)C(F)(F)F)C(=O)O)=O (1-methyl-2-oxo-7-(trifluoromethyl)-1,2-dihydro-1,8-naphthyridine-3-carboxylic acid), CN(C=O)C (N,N-dimethylformamide). Run in ClCCl (dichloromethane). Conditions: temperature 40 celsius, time 2 hour. The product is CN1C(C(=CC2=CC=C(N=C12)C(F)(F)F)C(=O)Cl)=O (1-methyl-2-oxo-7-(trifluoromethyl)-1,2-dihydro-1,8-naphthyridine-3-carboxylic acid chloride). RXN SMILES: [CH3:1][N:2]1[C:11]2[C:6](=[CH:7][CH:8]=[C:9]([C:12]([F:15])([F:14])[F:13])[N:10]=2)[CH:5]=[C:4]([C:16](O)=[O:17])[C:3]1=[O:19].C(Cl)(=O)C([Cl:23])=O.CN(C)C=O>ClCCl>[CH3:1][N:2]1[C:11]2[C:6](=[CH:7][CH:8]=[C:9]([C:12]([F:15])([F:14])[F:13])[N:10]=2)[CH:5]=[C:4]([C:16]([Cl:23])=[O:17])[C:3]1=[O:19]. Procedure: 0.83 g (3.0 mmol) of 1-methyl-2-oxo-7-(trifluoromethyl)-1,2-dihydro-1,8-naphthyridine-3-carboxylic acid was dissolved in dichloromethane (50 mL), and 1.0 mL (12 mmol) of oxalyl chloride was added thereto. Two droplets of N,N-dimethylformamide were added to the above mixture, and the resulting mixture was stirred for 2 hours at 40° C. The reaction solution was concentrated under reduced pressure, and thus 1-methyl-2-oxo-7-(trifluoromethyl)-1,2-dihydro-1,8-naphthyridine-3-carboxylic acid chloride ... Reactants: CN(C)C=O, CC(=O)NCC1CN(c2ccc(N3CCC4(CC3)CO4)c(F)c2)C(=O)O1, c1c[nH]cn1. The product is CC(=O)NCC1CN(c2ccc(N3CCC(O)(Cc4ncc[nH]4)CC3)c(F)c2)C(=O)O1. As a reaction SMILES: [CH3:32][N:33]([CH3:34])[CH:35]=[O:36].[O:1]1[CH2:2][C:3]12[CH2:4][CH2:5][N:6]([c:9]1[c:10]([F:26])[cH:11][c:12]([N:15]3[C:16](=[O:25])[O:17][CH:18]([CH2:20][NH:21][C:22]([CH3:23])=[O:24])[CH2:19]3)[cH:13][cH:14]1)[CH2:7][CH2:8]2.[nH:27]1[cH:28][n:29][cH:30][cH:31]1>>[OH:1][C:3]1([CH2:2][c:28]2[nH:27][cH:31][cH:30][n:29]2)[CH2:4][CH2:5][N:6]([c:9]2[c:10]([F:26])[cH:11][c:12]([N:15]3[C:16](=[O:25])[O:17][CH:18]([CH2:20][NH:21][C:22]([CH3:23])=[O:24])[CH2:19]3)[cH:13][cH:14]2)[CH2:7][CH2:8]1. The reactants are Cl.C(CC)C1=C(SC=2N1CCCN2)C(=O)Cl (3-propyl-6,7-dihydro-5H-thiazolo[3,2-a]pyrimidine-2-carbonylchloride hydrochloride), N1=CC=CC=C1 (pyridine), C(C)OC(=O)CCNC1=CC(=CC(=C1)Cl)Cl (N-(2-ethoxycarbonylethyl)-3,5-dichloro-aniline). Solvent: CN(C=O)C (dimethylformamide). The product is CNC=1C=NC=C(C1)NC (3,5-dimethylaminopyridine). As a reaction SMILES: [N:1]1[CH:6]=CC=C[CH:2]=1.Cl.C([C:11]1[N:15]2[CH2:16][CH2:17][CH2:18][N:19]=[C:14]2SC=1C(Cl)=O)CC.C(OC(CCNC1C=C(Cl)C=C(Cl)C=1)=O)C>CN(C)C=O>[CH3:11][NH:15][C:16]1[CH:2]=[N:1][CH:6]=[C:18]([NH:19][CH3:14])[CH:17]=1 |f:1.2|. Reported procedure: In the mixture of 30 ml of pyridine and 3 ml of dimethylformamide was suspended 1.09 g of 3-propyl-6,7-dihydro-5H-thiazolo[3,2-a]pyrimidine-2-carbonylchloride hydrochloride (described in Example 13). To the suspension was added 1.02 g of N-(2-ethoxycarbonylethyl)-3,5-dichloro-aniline obtained in Reference Example 5 and 47.4 mg of 3,5-dimethylaminopyridine, followed by stirring at 70° C. for 20 hours. The reaction mixture was concentrated and to the mixture was added saturated sodium hydrogencarb... The reactants are S(=O)(=O)([O-])O.NC1=NC(=NS1)C(C(=O)NC1[C@@H]2N(C(=C(CS2)C[N+]23CCC(CC2)(CC3)C(N)=O)C(=O)O)C1=O)=NOC (7-[2-(5-amino-1,2,4-thiadiazol-3-yl)-2-methoxyiminoacetamido]-3-(4-carbamoyl-1-quinuclidinio)methyl-3-cephem-4-carboxylate sulfate), C(O)([O-])=O.[Na+] (sodium hydrogencarbonate). Solvent: CC(=O)C (acetone). The product is C(=O)([O-])NC1=NC(=NS1)C(C(=O)NC1[C@@H]2N(C(=C(CS2)C[N+]23CCC(CC2)(CC3)C(N)=O)C(=O)[O-])C1=O)=NOC.[Na+] (sodium 7-[2-(5-carboxylatoamino-1,2,4-thiadiazol-3-yl)-2-methoxyiminoacetamido]-3-(4-carbamoyl-1-quinuclidinio)methyl-3-cephem-4-carboxylate). Isolated yield 50.4%. Reaction SMILES: S(O)([O-])(=O)=O.[NH2:6][C:7]1[S:11][N:10]=[C:9]([C:12](=[N:40][O:41][CH3:42])[C:13]([NH:15][CH:16]2[C:38](=[O:39])[N:18]3[C:19]([C:35]([OH:37])=[O:36])=[C:20]([CH2:23][N+:24]45[CH2:31][CH2:30][C:27]([C:32](=[O:34])[NH2:33])([CH2:28][CH2:29]4)[CH2:26][CH2:25]5)[CH2:21][S:22][C@H:17]23)=[O:14])[N:8]=1.[C:43](=O)([O-:45])[OH:44].[Na+:47]>CC(C)=O>[C:43]([NH:6][C:7]1[S:11][N:10]=[C:9]([C:12](=[N:40][O:41][CH3:42])[C:13]([NH:15][CH:16]2[C:38](=[O:39])[N:18]3[C:19]([C:35]([O-:37])=[O:36])=[C:20]([CH2:23][N+:24]45[CH2:31][CH2:30][C:27]([C:32](=[O:34])[NH2:33])([CH2:26][CH2:25]4)[CH2:28][CH2:29]5)[CH2:21][S:22][C@H:17]23)=[O:14])[N:8]=1)([O-:45])=[O:44].[Na+:47] |f:0.1,2.3,5.6|. Procedure details: To a suspension of crystals of 7-[2-(5-amino-1,2,4-thiadiazol-3-yl)-2-methoxyiminoacetamido]-3-(4-carbamoyl-1-quinuclidinio)methyl-3-cephem-4-carboxylate sulfate (syn isomer) (500 mg) in 50% aqueous acetone (4 ml) was added sodium hydrogencarbonate (323 mg) at ambient temperature. Carbonic acid gas was bubbled into the mixture for four hours and diluted with water. The resulting mixture was chromatographed on non-ionic adsorption resin "Diaion HP-20" (50 ml) eluting with water. The desired fract... Starting materials: [BH4-].[Na+] (NaBH4), Cl (HCl), N[C@H](CO)C ((2S)-2-amino-1-propanol), C(C1=CC=CC=C1)=O (benzaldehyde). Solvent: CCO (EtOH), O1CCOCC1 (dioxane), C1(=CC=CC=C1)C (toluene). Reaction conditions: temperature 150 celsius, time 8 hour. Yields the product C1(=CC=CC=C1)CN[C@H](CO)C ((2S)-2-[(phenylmethyl)amino]-1-propanol). The yield is 95.5%. Reaction SMILES: [NH2:1][C@@H:2]([CH3:5])[CH2:3][OH:4].[CH:6](=O)[C:7]1[CH:12]=[CH:11][CH:10]=[CH:9][CH:8]=1.[BH4-].[Na+].Cl>C1(C)C=CC=CC=1.CCO.O1CCOCC1>[C:7]1([CH2:6][NH:1][C@@H:2]([CH3:5])[CH2:3][OH:4])[CH:12]=[CH:11][CH:10]=[CH:9][CH:8]=1 |f:2.3|. Procedure details: To a solution of (2S)-2-amino-1-propanol (5.01 g, 66.70 mmol) in toluene (130 mL) was added benzaldehyde (7.08 mL, 70.05 mmol). The flask was fitted with a Dean-Stark trap, and the solution was heated at 150° C. for 2 h. The solution was then cooled to room temperature and concentrated in vacuo. To a 0° C. solution of the residue in EtOH (130 mL) was added NaBH4 (6.31 g, 166.8 mmol) and sufficient 4 N HCl in dioxane to adjust the pH to ca. 2. The mixture was stirred overnight and then concentrat...